From a dataset of the Open Reaction Database (ORD), a public repository of structured organic reaction records. describe an organic reaction: reactants, conditions, products, and yield The solvent is C(C)#N (acetonitrile). Reactants: CC(C)(C)[Si](OC[C@H](C)OC=1C=C(C(=O)NC2=NN(C=C2)C)C=C(C1)O)(C)C (3-[((1S)-2-{[(1,1-dimethylethyl)(dimethyl)silyl]oxy}-1-methylethyl)oxy]-5-hydroxy-N-(1-methyl-1H-pyrazol-3-yl)benzamide), ClC1=NC=C(C(=O)OC)C=C1 (methyl 6-chloronicotinate), C([O-])([O-])=O.[Cs+].[Cs+] (cesium carbonate). Yields the product CC(C)(C)[Si](OC[C@H](C)OC=1C=C(C=C(C1)C(=O)NC1=NN(C=C1)C)OC1=CC=C(C=N1)C(=O)OC)(C)C (Methyl 6-[(3-[((1S)-2-{[(1,1-dimethylethyl)(dimethyl)silyl]oxy}-1-methylethyl)oxy]-5-{[(1-methyl-1H-pyrazol-3-yl)amino]carbonyl}phenyl)oxy]pyridine-3-carboxylate). Reaction SMILES: [CH3:1][C:2]([Si:5]([CH3:28])([CH3:27])[O:6][CH2:7][C@@H:8]([O:10][C:11]1[CH:12]=[C:13]([CH:23]=[C:24]([OH:26])[CH:25]=1)[C:14]([NH:16][C:17]1[CH:21]=[CH:20][N:19]([CH3:22])[N:18]=1)=[O:15])[CH3:9])([CH3:4])[CH3:3].Cl[C:30]1[CH:39]=[CH:38][C:33]([C:34]([O:36][CH3:37])=[O:35])=[CH:32][N:31]=1.C(=O)([O-])[O-].[Cs+].[Cs+]>C(#N)C>[CH3:1][C:2]([Si:5]([CH3:28])([CH3:27])[O:6][CH2:7][C@@H:8]([O:10][C:11]1[CH:25]=[C:24]([O:26][C:30]2[N:31]=[CH:32][C:33]([C:34]([O:36][CH3:37])=[O:35])=[CH:38][CH:39]=2)[CH:23]=[C:13]([C:14]([NH:16][C:17]2[CH:21]=[CH:20][N:19]([CH3:22])[N:18]=2)=[O:15])[CH:12]=1)[CH3:9])([CH3:3])[CH3:4] |f:2.3.4|. The yield is 73.2%. Procedure: A solution of 3-[((1S)-2-{[(1,1-dimethylethyl)(dimethyl)silyl]oxy}-1-methylethyl)oxy]-5-hydroxy-N-(1-methyl-1H-pyrazol-3-yl)benzamide (1.00 g, 2.47 mmol), methyl 6-chloronicotinate (0.450 g, 2.60 mmol), and cesium carbonate (1.204 g, 3.71 mmol) in acetonitrile (15 mL) was heated at 160° C. using microwave heating for 90 minutes. The acetonitrile was removed in vacuo and the residual oil partitioned between water (50 mL) and ethyl acetate (75 mL). The ethyl acetate layer was separated, washed wit...